This data is from the Open Reaction Database (ORD), a public repository of structured organic reaction records. The task is: describe an organic reaction: reactants, conditions, products, and yield The reactants are C1CCNC1, C=O, CCO, O=C1CCC(Cc2ccc(-c3ccccc3)cc2)N1. Yields the product O=C1CCC(Cc2ccc(-c3ccccc3)cc2)N1CN1CCCC1. RXN SMILES: [CH2:20]1[CH2:21][CH2:22][NH:23][CH2:24]1.[CH2:25]=[O:26].[CH3:27][CH2:28][OH:29].[c:1]1(-[c:14]2[cH:15][cH:16][cH:17][cH:18][cH:19]2)[cH:2][cH:3][c:4]([CH2:7][CH:8]2[CH2:9][CH2:10][C:11](=[O:13])[NH:12]2)[cH:5][cH:6]1>>[c:1]1(-[c:14]2[cH:15][cH:16][cH:17][cH:18][cH:19]2)[cH:2][cH:3][c:4]([CH2:7][CH:8]2[CH2:9][CH2:10][C:11](=[O:13])[N:12]2[CH2:25][N:23]2[CH2:22][CH2:21][CH2:20][CH2:24]2)[cH:5][cH:6]1. Reactants: [H-], O=C(O)CI, [Na+], CN(C)C=O, CN1C(=O)C(NC(=O)c2cc3cc(O)ccc3[nH]2)N=C(c2ccccc2)c2ccccc21. Yields the product CN1C(=O)C(NC(=O)c2cc3cc(OCC(=O)O)ccc3[nH]2)N=C(c2ccccc2)c2ccccc21. Reaction SMILES: [H-:38].[I:33][CH2:34][C:35](=[O:36])[OH:37].[Na+:39].[O:40]=[CH:41][N:42]([CH3:43])[CH3:44].[OH:1][c:2]1[cH:3][c:4]2[cH:5][c:6]([C:11](=[O:12])[NH:13][CH:14]3[C:15](=[O:32])[N:16]([CH3:31])[c:17]4[c:18]([cH:27][cH:28][cH:29][cH:30]4)[C:19]([c:21]4[cH:22][cH:23][cH:24][cH:25][cH:26]4)=[N:20]3)[nH:7][c:8]2[cH:9][cH:10]1>>[O:1]([c:2]1[cH:3][c:4]2[cH:5][c:6]([C:11](=[O:12])[NH:13][CH:14]3[C:15](=[O:32])[N:16]([CH3:31])[c:17]4[c:18]([cH:27][cH:28][cH:29][cH:30]4)[C:19]([c:21]4[cH:22][cH:23][cH:24][cH:25][cH:26]4)=[N:20]3)[nH:7][c:8]2[cH:9][cH:10]1)[CH2:34][C:35](=[O:36])[OH:37]. Starting materials: COC(=O)[C@H]1N(C[C@H](C1)N(C(=O)OCC(Cl)(Cl)Cl)C)CC1=CC=CC=C1 ((2S,4S)-1-benzyl-4-[methyl-(2,2,2-trichloro-ethoxycarbonyl)-amino]-pyrrolidine-2-carboxylic acid methyl ester), [OH-].[Na+] (NaOH). Run in C1CCOC1 (THF), CO (methanol), O (water), O (water). Reaction conditions: time 8 hour. The product is C(C1=CC=CC=C1)N1[C@@H](C[C@@H](C1)N(C(=O)OCC(Cl)(Cl)Cl)C)C(=O)O ((2S,4S)-1-Benzyl-4-[methyl-(2,2,2-trichloro-ethoxycarbonyl)-amino]-pyrrolidine-2-carboxylic acid). Isolated yield 99.2%. Reaction SMILES: C[O:2][C:3]([C@@H:5]1[CH2:9][C@H:8]([N:10]([CH3:19])[C:11]([O:13][CH2:14][C:15]([Cl:18])([Cl:17])[Cl:16])=[O:12])[CH2:7][N:6]1[CH2:20][C:21]1[CH:26]=[CH:25][CH:24]=[CH:23][CH:22]=1)=[O:4].[OH-].[Na+]>C1COCC1.CO.O>[CH2:20]([N:6]1[CH2:7][C@@H:8]([N:10]([CH3:19])[C:11]([O:13][CH2:14][C:15]([Cl:18])([Cl:16])[Cl:17])=[O:12])[CH2:9][C@H:5]1[C:3]([OH:4])=[O:2])[C:21]1[CH:22]=[CH:23][CH:24]=[CH:25][CH:26]=1 |f:1.2|. Procedure: To a solution of (2S,4S)-1-benzyl-4-[methyl-(2,2,2-trichloro-ethoxycarbonyl)-amino]-pyrrolidine-2-carboxylic acid methyl ester (6.4 mmol) in 18 mL of THF and 12 mL of methanol was added a solution of NaOH (12.8 mmol) in 10 mL water, and the reaction mixture was stirred overnight. The solution was diluted with 40 mL of water and extracted with 20 mL of EA. The aqueous layer was separated and acidified with 2N HCl to PH=5-6. Then the solution was extracted with EA (3×40 mL). The combined organic l... Starting materials: CC1CN(Cc2ccc(Br)cc2F)CC(C)O1, CCNC(=O)OCC, C1COCCO1, [H-], [Na+]. The product is CCOc1cc(Br)ccc1CN1CC(C)OC(C)C1. RXN SMILES: [Br:1][c:2]1[cH:3][c:4]([F:17])[c:5]([CH2:6][N:7]2[CH2:8][CH:9]([CH3:14])[O:10][CH:11]([CH3:13])[CH2:12]2)[cH:15][cH:16]1.[CH2:18]([NH:19][C:20](=[O:21])[O:23][CH2:24][CH3:25])[CH3:22].[CH2:28]1[O:29][CH2:30][CH2:31][O:32][CH2:33]1.[H-:26].[Na+:27]>>[Br:1][c:2]1[cH:3][c:4]([O:23][CH2:24][CH3:25])[c:5]([CH2:6][N:7]2[CH2:8][CH:9]([CH3:14])[O:10][CH:11]([CH3:13])[CH2:12]2)[cH:15][cH:16]1. Starting materials: [C-]#N, CC(=O)O, CO, O=C1CN(C(c2ccccc2)c2ccccc2)C1, NCc1ccccc1, [Na+]. Product: N#CC1(NCc2ccccc2)CN(C(c2ccccc2)c2ccccc2)C1. Reaction SMILES: [C-:31]#[N:32].[CH3:27][C:28](=[O:29])[OH:30].[CH3:34][OH:35].[CH:1]([c:2]1[cH:3][cH:4][cH:5][cH:6][cH:7]1)([c:8]1[cH:9][cH:10][cH:11][cH:12][cH:13]1)[N:14]1[CH2:15][C:16](=[O:18])[CH2:17]1.[NH2:19][CH2:20][c:21]1[cH:22][cH:23][cH:24][cH:25][cH:26]1.[Na+:33]>>[CH:1]([c:2]1[cH:3][cH:4][cH:5][cH:6][cH:7]1)([c:8]1[cH:9][cH:10][cH:11][cH:12][cH:13]1)[N:14]1[CH2:15][C:16]([NH:19][CH2:20][c:21]2[cH:22][cH:23][cH:24][cH:25][cH:26]2)([C:31]#[N:32])[CH2:17]1. The reactants are FC1=CC=C(C=C1)[N+](=O)[O-] (4-fluoro nitrobenzene), CCCCCC.C(C)(=O)OCC (Hexane Ethyl acetate), C(=O)([O-])[O-].[Cs+].[Cs+] (Cs2CO3), C(CO)O (ethylene glycol). Run in O (water). Conditions: temperature 80 celsius. Product: [N+](=O)([O-])C1=CC=C(OCCO)C=C1 (2-(4-nitrophenoxy)ethanol). RXN SMILES: F[C:2]1[CH:7]=[CH:6][C:5]([N+:8]([O-:10])=[O:9])=[CH:4][CH:3]=1.C([O-])([O-])=O.[Cs+].[Cs+].[CH2:17]([OH:20])[CH2:18][OH:19].CCCCCC.C(OCC)(=O)C>O>[N+:8]([C:5]1[CH:6]=[CH:7][C:2]([O:19][CH2:18][CH2:17][OH:20])=[CH:3][CH:4]=1)([O-:10])=[O:9] |f:1.2.3,5.6|. Procedure: In a 50 mL, 3-neck RBF equipped with a magnetic stirrer, reflux condenser, and thermo pocket were sequentially charged 4-fluoro nitrobenzene (2.00 g), Cs2CO3 (9.21 g) and ethylene glycol (20 mL). The reaction mixture was heated to 80° C. for 30 minutes. The reaction was monitored on TLC using Hexane: Ethyl acetate (7:3) as mobile phase. After completion of the reaction, the reaction mixture was cooled to room temperature and poured into cold water. Solid precipitate was filtered and washed with ...